Dataset: the Open Reaction Database (ORD), a public repository of structured organic reaction records. Task: describe an organic reaction: reactants, conditions, products, and yield Reagents/catalysts: PCy3. Conditions: temperature 70 celsius, time 24 hour. Product: c1ccccc1c1cnccc1. The reactants are CC(C)C[Al](CC(C)C)c1ccccc1 (effective_coupling_partner), CCN(CC)C(=O)Oc1cnccc1 (substrate). Reactants: FC1=C(C=C(C=C1)C(F)(F)F)NC1=NC2=C(N1C)C=CC(=C2)OC2=CC(=NC=C2)NC(CN2CCN(CC2)CCOC)=O (N-{4-[(2-{[2-fluoro-5-(trifluoromethyl)phenyl]amino}-1-methyl-1H-benzimidazol-5-yl)oxy]pyridin-2-yl}-2-[4-(2-methoxyethyl)piperazin-1-yl]acetamide). The solvent is C(Cl)Cl (methylene chloride), C(Cl)Cl (methylene chloride). Run at temperature -78 celsius, time 1 hour. Product: FC1=C(C=C(C=C1)C(F)(F)F)NC1=NC2=C(N1C)C=CC(=C2)OC2=CC(=NC=C2)NC(CN2CCN(CC2)CCO)=O (N-{4-[(2-{[2-fluoro-5-(trifluoromethyl)phenyl]amino}-1-methyl-1H-benzimidazol-5-yl)oxy]pyridin-2-yl}-2-[4-(2-hydroxyethyl)piperazin-1-yl]acetamide). RXN SMILES: [F:1][C:2]1[CH:7]=[CH:6][C:5]([C:8]([F:11])([F:10])[F:9])=[CH:4][C:3]=1[NH:12][C:13]1[N:17]([CH3:18])[C:16]2[CH:19]=[CH:20][C:21]([O:23][C:24]3[CH:29]=[CH:28][N:27]=[C:26]([NH:30][C:31](=[O:43])[CH2:32][N:33]4[CH2:38][CH2:37][N:36]([CH2:39][CH2:40][O:41]C)[CH2:35][CH2:34]4)[CH:25]=3)=[CH:22][C:15]=2[N:14]=1>C(Cl)Cl>[F:1][C:2]1[CH:7]=[CH:6][C:5]([C:8]([F:10])([F:9])[F:11])=[CH:4][C:3]=1[NH:12][C:13]1[N:17]([CH3:18])[C:16]2[CH:19]=[CH:20][C:21]([O:23][C:24]3[CH:29]=[CH:28][N:27]=[C:26]([NH:30][C:31](=[O:43])[CH2:32][N:33]4[CH2:34][CH2:35][N:36]([CH2:39][CH2:40][OH:41])[CH2:37][CH2:38]4)[CH:25]=3)=[CH:22][C:15]=2[N:14]=1. Procedure: To N-{4-[(2-{[2-fluoro-5-(trifluoromethyl)phenyl]amino}-1-methyl-1H-benzimidazol-5-yl)oxy]pyridin-2-yl}-2-[4-(2-methoxyethyl)piperazin-1-yl]acetamide (1 eq) in methylene chloride at −78° C. was added 1M borontribromide in methylene chloride (10 eq) and the resulting mixture was stirred at −78° C. for 1 h. It was then brought to ambient temperature and stirred for 2 h. LC/MS showed formation of the product. The reaction was quenched with saturated sodium carbonate solution at 0° C. The mixture wa... Reactants: CC(=O)O, CC(C)S(=O)(=O)n1c(N)nc2ccc(-c3c(-c4ccccc4)ncn3C3CCC(NC(=O)OC(C)(C)C)CC3)cc21, Cl. The product is CC(C)S(=O)(=O)n1c(N)nc2ccc(-c3c(-c4ccccc4)ncn3C3CCC(N)CC3)cc21, Cl. Reaction SMILES: [CH3:43][C:44](=[O:45])[OH:46].[CH:1]([CH3:2])([CH3:3])[S:4](=[O:5])(=[O:6])[n:7]1[c:8]([NH2:41])[n:9][c:10]2[c:11]1[cH:12][c:13](-[c:16]1[c:17](-[c:35]3[cH:36][cH:37][cH:38][cH:39][cH:40]3)[n:18][cH:19][n:20]1[CH:21]1[CH2:22][CH2:23][CH:24]([NH:27][C:28]([O:29][C:30]([CH3:31])([CH3:32])[CH3:33])=[O:34])[CH2:25][CH2:26]1)[cH:14][cH:15]2.[ClH:42]>>[CH:1]([CH3:2])([CH3:3])[S:4](=[O:5])(=[O:6])[n:7]1[c:8]([NH2:41])[n:9][c:10]2[c:11]1[cH:12][c:13](-[c:16]1[c:17](-[c:35]3[cH:36][cH:37][cH:38][cH:39][cH:40]3)[n:18][cH:19][n:20]1[CH:21]1[CH2:22][CH2:23][CH:24]([NH2:27])[CH2:25][CH2:26]1)[cH:14][cH:15]2.[ClH:42]. The reactants are ice, C12C(C3CC(CC(C1)C3)C2)=O (2-Adamantanone), [Si](C)(C)(C(C)(C)C)OC=1C=C(C(=O)OC)C=CC1OC (methyl 3-tert-butyldimethylsilyloxy-4-methoxybenzoate), [H-].[Al+3].[Li+].[H-].[H-].[H-] (Lithium aluminum hydride). The reagents and catalysts are [Cl-].[Cl-].[Cl-].[Ti+3] (titanium trichloride). The solvent is O1CCCC1 (THF), O1CCCC1 (tetrahydrofuran). Product: [Si](C)(C)(C(C)(C)C)OC=1C=C(C=CC1OC)COC=C1C2CC3CC(CC1C3)C2 ([(3-tert-butyldimethylsilyloxy-4-methoxyphenyl)methoxy methylene]adamantane). Yield: 20.9%. RXN SMILES: [CH:1]12[CH2:10][CH:5]3[CH2:6][CH:7]([CH2:9][CH:3]([CH2:4]3)[C:2]1=O)[CH2:8]2.[Si:12]([O:19][C:20]1[CH:21]=[C:22]([CH:27]=[CH:28][C:29]=1[O:30][CH3:31])[C:23]([O:25][CH3:26])=O)([C:15]([CH3:18])([CH3:17])[CH3:16])([CH3:14])[CH3:13].[H-].[Al+3].[Li+].[H-].[H-].[H-]>O1CCCC1.[Cl-].[Cl-].[Cl-].[Ti+3]>[Si:12]([O:19][C:20]1[CH:21]=[C:22]([CH2:23][O:25][CH:26]=[C:2]2[CH:3]3[CH2:9][CH:7]4[CH2:6][CH:5]([CH2:10][CH:1]2[CH2:8]4)[CH2:4]3)[CH:27]=[CH:28][C:29]=1[O:30][CH3:31])([C:15]([CH3:18])([CH3:17])[CH3:16])([CH3:13])[CH3:14] |f:2.3.4.5.6.7,9.10.11.12|. Reported procedure: 2-Adamantanone (Aldrich, 55 mg, 0.37 mmol) and methyl 3-tert-butyldimethylsilyloxy-4-methoxybenzoate (90 mg, 0.30 mmol, prepared as in Step 2, above) were mixed and dissolved in 0.9 ml of anhydrous tetrahydrofuran (THF). Lithium aluminum hydride (51 mg, 1.34 mmol) was added with stirring to an ice-cold mixture of titanium trichloride (Aldrich, 440 mg, 2.85 mmol) in THF under nitrogen. The ice-bath was removed and triethylamine was added to the mixture. After refluxing for 1 hr, the 2-adamantanon... Starting materials: Cc1ccccc1N, CCN=C=NCCCN(C)C, CO, CCCCCC, CCN(C(C)C)C(C)C, Cl, NCC(=O)N1CCC(Oc2cccc(C(F)(F)F)c2)CC1, CN(C)C=O, O, On1nnc2ccccc21, Cc1ccccc1-n1cc(C(=O)O)nn1. The product is Cc1ccccc1-n1cc(C(=O)NCC(=O)N2CCC(Oc3cccc(C(F)(F)F)c3)CC2)nn1. Reaction SMILES: [CH3:25][c:26]1[cH:27][cH:28][cH:29][cH:30][c:31]1[NH2:32].[CH3:43][CH2:44][N:45]=[C:46]=[N:47][CH2:48][CH2:49][CH2:50][N:51]([CH3:52])[CH3:53].[CH3:81][OH:82].[CH3:83][CH2:84][CH2:85][CH2:86][CH2:87][CH3:88].[CH:1]([N:2]([CH2:3][CH3:4])[CH:5]([CH3:6])[CH3:7])([CH3:8])[CH3:9].[ClH:54].[NH2:55][CH2:56][C:57](=[O:58])[N:59]1[CH2:60][CH2:61][CH:62]([O:65][c:66]2[cH:67][c:68]([C:72]([F:73])([F:74])[F:75])[cH:69][cH:70][cH:71]2)[CH2:63][CH2:64]1.[O:76]=[CH:77][N:78]([CH3:79])[CH3:80].[OH2:89].[OH:33][n:34]1[c:35]2[c:36]([cH:37][cH:38][cH:39][cH:40]2)[n:41][n:42]1.[c:10]1([CH3:24])[c:11](-[n:16]2[n:17][n:18][c:19]([C:21](=[O:22])[OH:23])[cH:20]2)[cH:12][cH:13][cH:14][cH:15]1>>[c:10]1([CH3:24])[c:11](-[n:16]2[n:17][n:18][c:19]([C:21](=[O:23])[NH:55][CH2:56][C:57](=[O:58])[N:59]3[CH2:60][CH2:61][CH:62]([O:65][c:66]4[cH:67][c:68]([C:72]([F:73])([F:74])[F:75])[cH:69][cH:70][cH:71]4)[CH2:63][CH2:64]3)[cH:20]2)[cH:12][cH:13][cH:14][cH:15]1. Reactants: Oc1ccc(Br)c(F)c1, O=C([O-])[O-], CS(=O)(=O)c1ccc(B(O)O)cc1, COCCOC, [Na+], [Na+], c1ccc(P(c2ccccc2)(c2ccccc2)[Pd](P(c2ccccc2)(c2ccccc2)c2ccccc2)(P(c2ccccc2)(c2ccccc2)c2ccccc2)P(c2ccccc2)(c2ccccc2)c2ccccc2)cc1. Yields the product CS(=O)(=O)c1ccc(-c2ccc(O)cc2F)cc1. Reaction SMILES: [Br:14][c:15]1[c:16]([F:22])[cH:17][c:18]([OH:21])[cH:19][cH:20]1.[C:23](=[O:24])([O-:25])[O-:26].[CH3:1][S:2](=[O:3])(=[O:4])[c:5]1[cH:6][cH:7][c:8]([B:11]([OH:12])[OH:13])[cH:9][cH:10]1.[CH3:29][O:30][CH2:31][CH2:32][O:33][CH3:34].[Na+:27].[Na+:28].[cH:35]1[cH:36][cH:37][c:38]([P:39]([Pd:40]([P:41]([c:42]2[cH:43][cH:44][cH:45][cH:46][cH:47]2)([c:48]2[cH:49][cH:50][cH:51][cH:52][cH:53]2)[c:54]2[cH:55][cH:56][cH:57][cH:58][cH:59]2)([P:60]([c:61]2[cH:62][cH:63][cH:64][cH:65][cH:66]2)([c:67]2[cH:68][cH:69][cH:70][cH:71][cH:72]2)[c:73]2[cH:74][cH:75][cH:76][cH:77][cH:78]2)[P:79]([c:80]2[cH:81][cH:82][cH:83][cH:84][cH:85]2)([c:86]2[cH:87][cH:88][cH:89][cH:90][cH:91]2)[c:92]2[cH:93][cH:94][cH:95][cH:96][cH:97]2)([c:98]2[cH:99][cH:100][cH:101][cH:102][cH:103]2)[c:104]2[cH:105][cH:106][cH:107][cH:108][cH:109]2)[cH:110][cH:111]1>>[CH3:1][S:2](=[O:3])(=[O:4])[c:5]1[cH:6][cH:7][c:8](-[c:15]2[c:16]([F:22])[cH:17][c:18]([OH:21])[cH:19][cH:20]2)[cH:9][cH:10]1. Reactants: CC(c1ccccc1)N1CC(CF)C(NC(=O)OC(C)(C)C)C1, CCO. Product: CC(C)(C)OC(=O)NC1CNCC1CF. Reaction SMILES: [C:1]([CH3:2])([CH3:3])([CH3:4])[O:5][C:6](=[O:7])[NH:8][CH:9]1[CH2:10][N:11]([CH:16]([c:17]2[cH:18][cH:19][cH:20][cH:21][cH:22]2)[CH3:23])[CH2:12][CH:13]1[CH2:14][F:15].[CH3:24][CH2:25][OH:26]>>[C:1]([CH3:2])([CH3:3])([CH3:4])[O:5][C:6](=[O:7])[NH:8][CH:9]1[CH2:10][NH:11][CH2:12][CH:13]1[CH2:14][F:15]. The reactants are [OH-].[Na+] (NaOH), [N+](=O)([O-])C=1C=C2C(=CNC2=CC1)C1=CCC(CC1)=O (4-(5-Nitro-1H-indol-3-yl)cyclohex-3-enone), CC(=O)O (AcOH), Cl.CN (methylamine hydrochloride), NaBH(OAC)3. Run in ClCCCl (1,2-dichloroethane). Conditions: time 14 hour. Product: CNC1CC=C(CC1)C1=CNC2=CC=C(C=C12)[N+](=O)[O-] (N-Methyl-4-(5-nitro-1H-indol-3-yl)cyclohex-3-enamine). Isolated yield 99.9%. RXN SMILES: [N+:1]([C:4]1[CH:5]=[C:6]2[C:10](=[CH:11][CH:12]=1)[NH:9][CH:8]=[C:7]2[C:13]1[CH2:18][CH2:17][C:16](=O)[CH2:15][CH:14]=1)([O-:3])=[O:2].CC(O)=O.Cl.[CH3:25][NH2:26].[OH-].[Na+]>ClCCCl>[CH3:25][NH:26][CH:16]1[CH2:17][CH2:18][C:13]([C:7]2[C:6]3[C:10](=[CH:11][CH:12]=[C:4]([N+:1]([O-:3])=[O:2])[CH:5]=3)[NH:9][CH:8]=2)=[CH:14][CH2:15]1 |f:2.3,4.5|. Procedure: A solution of compound 79 (0.07 g, 0.273 mmol) in 1,2-dichloroethane (3 mL) was treated with AcOH (0.015 mL, 0.273 mmol), methylamine hydrochloride (0.018 g, 0.273 mmol), NaBH(OAC)3 (0.086 g, 0.409 mmol) at room temperature and stirred for over night (14 h). The reaction was basified with 2 N NaOH (25 mL) and product was extracted into ethyl acetate (2×20 mL). The combined ethyl acetate layer was washed with brine (15 mL) and dried (Na2SO4). Solvent was evaporated and crude was purified by colum... Starting materials: O=C([O-])[O-], CC#N, O=c1ccc2cc(C(Cl)c3cccc(C(F)(F)F)c3)ccc2[nH]1, [K+], [K+], c1nc[nH]n1. As a reaction SMILES: [C:29](=[O:30])([O-:31])[O-:32].[CH3:35][C:36]#[N:37].[Cl:1][CH:2]([c:3]1[cH:4][c:5]2[cH:6][cH:7][c:8](=[O:13])[nH:9][c:10]2[cH:11][cH:12]1)[c:14]1[cH:15][c:16]([C:20]([F:21])([F:22])[F:23])[cH:17][cH:18][cH:19]1.[K+:33].[K+:34].[nH:24]1[n:25][cH:26][n:27][cH:28]1>>[CH:2]([c:3]1[cH:4][c:5]2[cH:6][cH:7][c:8](=[O:13])[nH:9][c:10]2[cH:11][cH:12]1)([c:14]1[cH:15][c:16]([C:20]([F:21])([F:22])[F:23])[cH:17][cH:18][cH:19]1)[n:24]1[n:25][cH:26][n:27][cH:28]1. Product: O=c1ccc2cc(C(c3cccc(C(F)(F)F)c3)n3cncn3)ccc2[nH]1. Reaction SMILES: CN(C=O)C.Br[C:7]1[C:15]2[C:10](=[CH:11][C:12]([C:16]3[CH:21]=[CH:20][C:19]([O:22][CH3:23])=[CH:18][CH:17]=3)=[CH:13][CH:14]=2)[N:9]([C:24]2[N:29]=[CH:28][N:27]=[C:26]([NH:30][CH3:31])[CH:25]=2)[CH:8]=1.[O-]P([O-])([O-])=O.[K+].[K+].[K+].[N+:40]([C:43]1[CH:44]=[C:45](B(O)O)[CH:46]=[CH:47][CH:48]=1)([O-:42])=[O:41]>C1C=CC([P]([Pd]([P](C2C=CC=CC=2)(C2C=CC=CC=2)C2C=CC=CC=2)([P](C2C=CC=CC=2)(C2C=CC=CC=2)C2C=CC=CC=2)[P](C2C=CC=CC=2)(C2C=CC=CC=2)C2C=CC=CC=2)(C2C=CC=CC=2)C2C=CC=CC=2)=CC=1.O.C(OCC)(=O)C>[CH3:23][O:22][C:19]1[CH:20]=[CH:21][C:16]([C:12]2[CH:11]=[C:10]3[C:15]([C:7]([C:47]4[CH:46]=[CH:45][CH:44]=[C:43]([N+:40]([O-:42])=[O:41])[CH:48]=4)=[CH:8][N:9]3[C:24]3[N:29]=[CH:28][N:27]=[C:26]([NH:30][CH3:31])[CH:25]=3)=[CH:14][CH:13]=2)=[CH:17][CH:18]=1 |f:2.3.4.5,^1:55,57,76,95|. Conditions: temperature 100 celsius, time 4 hour. The product is COC1=CC=C(C=C1)C1=CC=C2C(=CN(C2=C1)C1=CC(=NC=N1)NC)C1=CC(=CC=C1)[N+](=O)[O-] (6-(6-(4-methoxyphenyl)-3-(3-nitrophenyl)-1H-indol-1-yl)-N-methylpyrimidin-4-amine). Reactants: CN(C)C=O (DMF), BrC1=CN(C2=CC(=CC=C12)C1=CC=C(C=C1)OC)C1=CC(=NC=N1)NC (6-(3-bromo-6-(4-methoxyphenyl)-1H-indol-1-yl)-N-methylpyrimidin-4-amine), [O-]P(=O)([O-])[O-].[K+].[K+].[K+] (K3PO4), [N+](=O)([O-])C=1C=C(C=CC1)B(O)O (3-nitrophenylboronic acid). The solvent is O (water), C(C)(=O)OCC (ethyl acetate). Yield: 31.6%. Reported procedure: DMF (5 mL) was added to a mixture of 6-(3-bromo-6-(4-methoxyphenyl)-1H-indol-1-yl)-N-methylpyrimidin-4-amine (200 mg, 0.49 mmol), K3PO4 (312 mg, 0.885 mmol) and 3-nitrophenylboronic acid (123 mg, 0.74 mmol) and then the dissolved gas was removed. After adding Pd(PPh3)4 (85 mg, 0.075 mmol), the mixture was stirred at 100° C. for 4 hours. After adding ethyl acetate and water and filtering using a diatomite pad, the organic layer was separated and the aqueous layer was extracted with ethyl acetate.... The reagents and catalysts are C=1C=CC(=CC1)[P](C=2C=CC=CC2)(C=3C=CC=CC3)[Pd]([P](C=4C=CC=CC4)(C=5C=CC=CC5)C=6C=CC=CC6)([P](C=7C=CC=CC7)(C=8C=CC=CC8)C=9C=CC=CC9)[P](C=1C=CC=CC1)(C=1C=CC=CC1)C=1C=CC=CC1 (Pd(PPh3)4).